This data is from the Open Reaction Database (ORD), a public repository of structured organic reaction records. The task is: describe an organic reaction: reactants, conditions, products, and yield Starting materials: ClC1=CC=C(C=N1)CC(C#N)NCCCl ((6-chloro(3-pyridyl)methyl] (2-chloroethylamino}ethanenitrile), C(C)SC=1NC=CC1[N+](=O)[O-] (2-ethylthio-3-nitropyrrole), C([O-])([O-])=O.[K+].[K+] (potassium carbonate). The solvent is CN(C)C=O (DMF). Product: ClC1=CC=C(C=N1)CN(CC#N)CCC=1C(=C(NC1)SCC)[N+](=O)[O-] (2-{[(6-chloro(3-pyridyl))methyl][2-(2-ethylthio-3-nitropyrrolyl)ethyl]amino}ethanenitrile). RXN SMILES: [Cl:1][C:2]1[N:7]=[CH:6][C:5]([CH2:8]C(NCCCl)C#N)=[CH:4][CH:3]=1.[CH2:16]([S:18][C:19]1[NH:20][CH:21]=[CH:22][C:23]=1[N+:24]([O-:26])=[O:25])[CH3:17].C(=O)([O-])[O-].[K+].[K+]>CN(C=O)C>[Cl:1][C:2]1[N:7]=[CH:6][C:5]([CH2:8][N:20]([CH2:21][CH2:22][C:22]2[C:23]([N+:24]([O-:26])=[O:25])=[C:19]([S:18][CH2:16][CH3:17])[NH:20][CH:21]=2)[CH2:19][C:23]#[N:24])=[CH:4][CH:3]=1 |f:2.3.4|. Procedure: This compound was prepared in a manner analogous to that set forth in Step G of Example 1, using 0.17 gram (0.0007 mole) of 2-{[(6-chloro(3-pyridyl)methyl] (2-chloroethylamino}ethanenitrile (prepared in Steps A and B of the present Example), 0.10 gram (0.00064 mole) of 2-ethylthio-3-nitropyrrole and 0.22 gram (0.0016 mole) of potassium carbonate in about 15 mL of DMF. The crude product was purified with column chromatography on silica gel. Elution was accomplished using 50% hexane in diethyl eth... Starting materials: C([O-])([O-])=O.[Na+].[Na+] (sodium carbonate), C(C)(=O)N[C@]1(CNC[C@@H]1CCCB1OC(C(O1)(C)C)(C)C)C(=O)NC(C)(C)C ((3R,4S)-3-acetamido-N-tert-butyl-4-(3-(4,4,5,5-tetramethyl-1,3,2-dioxaborolan-2-yl)propyl)pyrrolidine-3-carboxamide), ClC=1C=C(CN(CC=O)C(=O)OC(C)(C)C)C=CC1Cl (N-(3,4-dichlorobenzyl)-N-BOC-glycinaldehyde), C(C)(=O)O[BH-](OC(C)=O)OC(C)=O.[Na+] (sodium triacetoxyborohydride). The solvent is ClCCCl (1,2-dichloroethane). Run at time 3 hour. The product is N[C@]1(CN(C[C@@H]1CCCB(O)O)CCNCC1=CC(=C(C=C1)Cl)Cl)C(=O)O ((3R,4S)-3-amino-4-(3-boronopropyl)-1-(2-(3,4-dichlorobenzylamino)ethyl)pyrrolidine-3-carboxylic acid). The yield is 53.1%. Reaction SMILES: C([NH:4][C@:5]1([C:22](NC(C)(C)C)=[O:23])[C@@H:9]([CH2:10][CH2:11][CH2:12][B:13]2[O:17]C(C)(C)C(C)(C)[O:14]2)[CH2:8][NH:7][CH2:6]1)(=O)C.[Cl:29][C:30]1[CH:31]=[C:32]([CH:45]=[CH:46][C:47]=1[Cl:48])[CH2:33][N:34](C(OC(C)(C)C)=O)[CH2:35][CH:36]=O.C(O[BH-](OC(=O)C)OC(=O)C)(=[O:51])C.[Na+].C(=O)([O-])[O-].[Na+].[Na+]>ClCCCl>[NH2:4][C@:5]1([C:22]([OH:23])=[O:51])[C@@H:9]([CH2:10][CH2:11][CH2:12][B:13]([OH:14])[OH:17])[CH2:8][N:7]([CH2:36][CH2:35][NH:34][CH2:33][C:32]2[CH:45]=[CH:46][C:47]([Cl:48])=[C:30]([Cl:29])[CH:31]=2)[CH2:6]1 |f:2.3,4.5.6|. Procedure details: A stirred solution of (3R,4S)-3-acetamido-N-tert-butyl-4-(3-(4,4,5,5-tetramethyl-1,3,2-dioxaborolan-2-yl)propyl)pyrrolidine-3-carboxamide (Example 8, step 4) (198 mg, 0.5 mmol) and N-(3,4-dichlorobenzyl)-N-BOC-glycinaldehyde (0.240 g, 0.75 mmol) in anhydrous 1,2-dichloroethane (5 mL) was stirred at room temperature for 30 min, then cooled by ice bath and treated with sodium triacetoxyborohydride (212 mg, 1.0 mmol) and stirred for 3 h at room temperature. Aqueous sodium carbonate (10%, 5 mL) was ... The reactants are CCOC(=O)/N=N/C(=O)OCC (diethylazodicarboxylate), C(CCCCCCC)C=1C=NC(=NC1)C1=CC=C(C=C1)O (4-(5-octylpyrimidin-2-yl)-phenol), C[SiH](C)CC[Si](CCCCCCCCO)(C)C (8-(Dimethylsilanylmethyltrimethylsilanyl)octan-1-ol), C1(=CC=CC=C1)P(C1=CC=CC=C1)C1=CC=CC=C1 (triphenylphosphine). Run in C1CCOC1 (THF), C1CCOC1 (THF). Conditions: time 24 hour. The product is C(CCCCCCCCC)C=1C=NC(=NC1)C1=CC=C(C=C1)OCCCCCCCC[Si](C[Si](C)(C)C)(C)C (5-Decyl-2-{4-[8-(dimethyl-trimethylsilanylmethyl-silanyl)-octyloxy]-phenyl}-pyrimidine). Reaction SMILES: CCOC(/N=N/C(O[CH2:11][CH3:12])=O)=O.[CH2:13]([C:21]1[CH:22]=[N:23][C:24]([C:27]2[CH:32]=[CH:31][C:30]([OH:33])=[CH:29][CH:28]=2)=[N:25][CH:26]=1)[CH2:14][CH2:15][CH2:16][CH2:17][CH2:18][CH2:19][CH3:20].C[SiH](C[CH2:38][Si:39]([CH3:50])([CH3:49])[CH2:40][CH2:41][CH2:42][CH2:43][CH2:44][CH2:45][CH2:46][CH2:47]O)C.C1(P(C2C=CC=CC=2)C2C=CC=CC=2)C=CC=CC=1>C1COCC1>[CH2:13]([C:21]1[CH:26]=[N:25][C:24]([C:27]2[CH:32]=[CH:31][C:30]([O:33][CH2:47][CH2:46][CH2:45][CH2:44][CH2:43][CH2:42][CH2:41][CH2:40][Si:39]([CH3:49])([CH3:50])[CH2:38][Si:39]([CH3:49])([CH3:40])[CH3:38])=[CH:29][CH:28]=2)=[N:23][CH:22]=1)[CH2:14][CH2:15][CH2:16][CH2:17][CH2:18][CH2:19][CH2:20][CH2:11][CH3:12]. Procedure: A solution of diethylazodicarboxylate (0.087 g, 0.500 mmol) in THF (5.0 ml) was added dropwise to a stirred solution of 4-(5-octylpyrimidin-2-yl)-phenol (0.114 g, 0.40 mmol), compound 13 (0.110 g, 0.400 mmol) and triphenylphosphine (0.131 g, 0.500 mmol) in THF (10 ml). The treaction mixture was stirred at room temperature for 24 h, the solvent removed in vacuo and the residues purified by column chromatography [silica gel eluted with hexane/ethyl acetate (9:1)] to yield a colorless solid that wa...